Dataset: the Open Reaction Database (ORD), a public repository of structured organic reaction records. Task: describe an organic reaction: reactants, conditions, products, and yield Procedure: In a 50 mL round-bottomed flask was dissolved (11β,16α)-21-(Acetyloxy)-11,17-dihydroxy-6,16-dimethyl-2′-phenyl-2′H-pregna-2,4,6-trieno[3,2-c]pyrazol-20-one (also known as Cortivazol) (0.1 g, 0.19 mmol) in MeOH (10 mL) to give a colorless solution. 1M sodium hydroxide (1.2 mL, 1.20 mmol) was added, and the mixture was stirred in an open flask overnight. The solution was acidified by the addition of 1M HCl (1.3 ml), MeOH was removed in vacuo after which the product precipitated as a white solid wh... Reaction conditions: time 8 hour. Yields the product O[C@@]1([C@@H](C[C@H]2[C@@H]3C=C(C=4[C@](CC=5C=NN(C5C4)C4=CC=CC=C4)([C@H]3[C@H](C[C@@]21C)O)C)C)C)C(=O)O ((1R,2R,3aS,3bS,10aR,10bS,11S,12aS)-1,11-dihydroxy-2,5,10a,12a-tetramethyl-7-phenyl-1,2,3,3a,3b,7,10,10a,10b,11,12,12a-dodecahydrocyclopenta[5,6]naphtho[1,2-f]indazole-1-carboxylic Acid). The solvent is (11β,16α)-21-(Acetyloxy)-11,17-dihydroxy-6,16-dimethyl-2′-phenyl-2′H-pregna-2,4,6-trieno[3,2-c]pyrazol-20-one. RXN SMILES: [CH3:1][C@H:2]1[C@:27]([OH:35])(C(COC(C)=O)=O)[C@:26]2([CH3:36])[C@H:4]([C@H:5]3[C@H:23]([C@@H:24]([OH:37])[CH2:25]2)[C@:22]2([CH3:38])[C:8](=[CH:9][C:10]4[N:14]([C:15]5[CH:16]=[CH:17][CH:18]=[CH:19][CH:20]=5)[N:13]=[CH:12][C:11]=4[CH2:21]2)[C:7]([CH3:39])=[CH:6]3)[CH2:3]1.[OH-:40].[Na+].Cl.[CH3:43][OH:44]>>[OH:35][C@@:27]1([C:43]([OH:44])=[O:40])[C@:26]2([CH3:36])[C@H:4]([C@H:5]3[C@H:23]([C@@H:24]([OH:37])[CH2:25]2)[C@@:22]2([CH3:38])[CH2:21][C:11]4[CH:12]=[N:13][N:14]([C:15]5[CH:20]=[CH:19][CH:18]=[CH:17][CH:16]=5)[C:10]=4[CH:9]=[C:8]2[C:7]([CH3:39])=[CH:6]3)[CH2:3][C@H:2]1[CH3:1] |f:1.2|. Reactants: C[C@@H]1C[C@H]2[C@@H]3C=C(C4=CC5=C(C=NN5C=6C=CC=CC6)C[C@@]4([C@H]3[C@H](C[C@@]2([C@]1(C(=O)COC(=O)C)O)C)O)C)C (Cortivazol), CO (MeOH), [OH-].[Na+] (sodium hydroxide), Cl (HCl), CO (MeOH).